Dataset: the Open Reaction Database (ORD), a public repository of structured organic reaction records. Task: describe an organic reaction: reactants, conditions, products, and yield Starting materials: C(=O)(O)[O-].[Na+] (NaHCO3), N(=[N+]=[N-])C1C(COC(CC1)C=1N(N=CC1[N+](=O)[O-])C)O (4-azido-7-(2-methyl-4-nitro-pyrazol-3-yl)oxepan-3-ol), N(=[N+]=[N-])C1C(COC(CC1)C=1N(N=CC1[N+](=O)[O-])C)O (4-azido-7-(2-methyl-4-nitro-pyrazol-3-yl)oxepan-3-ol), COCCN(CCOC)S(F)(F)F (deoxo-Fluor). Solvent: C(Cl)Cl (DCM), C(Cl)Cl (DCM), C1CCOC1 (THF). Run at time 18 hour. Product: N(=[N+]=[N-])C1CCC(OCC1F)C1=C(C=NN1C)[N+](=O)[O-] (5-(5-azido-6-fluorooxepan-2-yl)-1-methyl-4-nitro-1H-pyrazole). RXN SMILES: [N:1]([CH:4]1[CH2:10][CH2:9][CH:8]([C:11]2[N:12]([CH3:19])[N:13]=[CH:14][C:15]=2[N+:16]([O-:18])=[O:17])[O:7][CH2:6][CH:5]1O)=[N+:2]=[N-:3].COCCN(S(F)(F)[F:31])CCOC.C([O-])(O)=O.[Na+]>C(Cl)Cl.C1COCC1>[N:1]([CH:4]1[CH:5]([F:31])[CH2:6][O:7][CH:8]([C:11]2[N:12]([CH3:19])[N:13]=[CH:14][C:15]=2[N+:16]([O-:18])=[O:17])[CH2:9][CH2:10]1)=[N+:2]=[N-:3] |f:2.3|. Procedure details: To a solution of 4-azido-7-(2-methyl-4-nitro-pyrazol-3-yl)oxepan-3-ol (660 mg, 2.34 mmol, intermediate 57) in DCM (12 mL) was added deoxo-Fluor® (50% in THF, 2.12 mL) and the mixture was stirred at room temperature for 18 hr. The mixture was diluted with DCM (22 mL), cooled to 0° C. and saturated aqueous NaHCO3 (20 mL) was carefully added. The aqueous layer was extracted with DCM (3×20 mL) and the combined organic layers were dried over Na2SO4 and concentrated under reduced pressure. Purificatio... The reactants are isophthalic acids, OC1=CC=C(C=C1)C(C)(C)C1=CC=C(C=C1)O (bisphenol-A), 6.04, C(C)(=O)[O-] (acetate), CC(=O)CC(=O)O (diacetate), polyphenylene oxide. The solvent is C1(=CC=CC=C1)OC1=CC=CC=C1 (diphenyl ether). Run at temperature 290 celsius. Yields the product polyphenylene oxide, C(C1=CC=C(C(=O)[O-])C=C1)(=O)[O-] (terephthalate), OC1=CC=C(C=C1)C(C)(C)C1=CC=C(C=C1)O (bisphenol-A). As a reaction SMILES: [CH3:1][C:2]([CH2:4][C:5]([OH:7])=[O:6])=O.[OH:8][C:9]1[CH:14]=[CH:13][C:12]([C:15]([C:18]2[CH:23]=[CH:22][C:21]([OH:24])=[CH:20][CH:19]=2)([CH3:17])[CH3:16])=[CH:11][CH:10]=1.C([O-])(=[O:27])C>C1(OC2C=CC=CC=2)C=CC=CC=1>[C:5]([O-:7])(=[O:6])[C:4]1[CH:18]=[CH:23][C:22]([C:21]([O-:24])=[O:27])=[CH:1][CH:2]=1.[OH:8][C:9]1[CH:10]=[CH:11][C:12]([C:15]([C:18]2[CH:19]=[CH:20][C:21]([OH:24])=[CH:22][CH:23]=2)([CH3:17])[CH3:16])=[CH:13][CH:14]=1. Procedure details: In a 0.5 liter flask equipped wiht a stirrer, thermometer, a distillation set-up and an argon inlet tube are placed 15.617 gms (0.05 mole) of the diacetate of bisphenol-A, 0.05 moles of the acetate of the monofunctional polyphenylene oxide prepared in Example 1, possessing a molecular weight of about 5,500 and having the structure: ##STR11## and 6.04 (0.037 moles) of each terephthalic and isophthalic acids. To this mixture are added about 100 ml of diphenyl ether. Heating, stirring and argon cir... Starting materials: CO, CN(C(=O)NCCCl)c1ccc(C(O)(C(F)(F)F)C(F)(F)F)cc1, O. The product is CN(C1=NCCO1)c1ccc(C(O)(C(F)(F)F)C(F)(F)F)cc1. Reaction SMILES: [CH3:25][OH:26].[Cl:1][CH2:2][CH2:3][NH:4][C:5](=[O:6])[N:7]([CH3:8])[c:9]1[cH:10][cH:11][c:12]([C:15]([C:16]([F:17])([F:18])[F:19])([C:20]([F:21])([F:22])[F:23])[OH:24])[cH:13][cH:14]1.[OH2:27]>>[CH2:2]1[CH2:3][N:4]=[C:5]([N:7]([CH3:8])[c:9]2[cH:10][cH:11][c:12]([C:15]([C:16]([F:17])([F:18])[F:19])([C:20]([F:21])([F:22])[F:23])[OH:24])[cH:13][cH:14]2)[O:6]1. Reactants: C1(CCCCC1)OC(=O)COC(CCN)=O (3-Amino-propionic acid cyclohexyloxycarbonylmethyl ester), ClS(=O)(=O)C=1C=C(C(=O)O)C=CC1 (3-chlorosulfonyl-benzoic acid), C(C)(C)N(C(C)C)CC (N,N-diisopropylethylamine). The solvent is C(Cl)Cl (DCM). Reaction conditions: time 1 hour. The product is C1(CCCCC1)OC(=O)COC(=O)CCNS(=O)(=O)C=1C=C(C(=O)O)C=CC1 (3-(2-Cyclohexyloxycarbonylmethoxycarbonyl-ethylsulfamoyl)-benzoic acid). Reaction SMILES: [CH:1]1([O:7][C:8]([CH2:10][O:11][C:12](=[O:16])[CH2:13][CH2:14][NH2:15])=[O:9])[CH2:6][CH2:5][CH2:4][CH2:3][CH2:2]1.Cl[S:18]([C:21]1[CH:22]=[C:23]([CH:27]=[CH:28][CH:29]=1)[C:24]([OH:26])=[O:25])(=[O:20])=[O:19].C(N(CC)C(C)C)(C)C>C(Cl)Cl>[CH:1]1([O:7][C:8]([CH2:10][O:11][C:12]([CH2:13][CH2:14][NH:15][S:18]([C:21]2[CH:22]=[C:23]([CH:27]=[CH:28][CH:29]=2)[C:24]([OH:26])=[O:25])(=[O:20])=[O:19])=[O:16])=[O:9])[CH2:2][CH2:3][CH2:4][CH2:5][CH2:6]1. Procedure: A stirred solution of 3-amino-propionic acid cyclohexyloxycarbonylmethyl ester (step 2) (2.30 g, 10.03 mmol) in DCM (200 ml) at RT was treated with 3-chlorosulfonyl-benzoic acid (3.64 g, 16.50 mmol) followed by N,N-diisopropylethylamine (3.04 ml, 17.45 mmol). The resulting mixture was stirred at RT for 1 h. The reaction mixture was washed with 2N HCl (200 ml), dried over MgSO4 and concentrated in vacuo to afford the title compound; LC-MS Rt 1.34 mins; 414.2 [M+H]+, Method 2minLC_v002. Reactants: O=C1CCC=2NC(=CC21)C(=O)OC (methyl 4-oxo-1,4,5,6-tetrahydrocyclopenta[b]pyrrole-2-carboxylate), ClC=1C=C(C[Mg]Cl)C=CC1 (3-chlorobenzylmagnesium chloride). The product is ClC=1C=C(CC2CCC=3NC(=CC32)C(=O)OC)C=CC1 (methyl 4-(3-chlorobenzyl)-1,4,5,6-tetrahydrocyclopenta[b]pyrrole-2-carboxylate). As a reaction SMILES: O=[C:2]1[C:9]2[CH:8]=[C:7]([C:10]([O:12][CH3:13])=[O:11])[NH:6][C:5]=2[CH2:4][CH2:3]1.[Cl:14][C:15]1[CH:16]=[C:17]([CH:21]=[CH:22][CH:23]=1)[CH2:18][Mg]Cl>>[Cl:14][C:15]1[CH:16]=[C:17]([CH:21]=[CH:22][CH:23]=1)[CH2:18][CH:2]1[C:9]2[CH:8]=[C:7]([C:10]([O:12][CH3:13])=[O:11])[NH:6][C:5]=2[CH2:4][CH2:3]1. Procedure details: The title compound was synthesized in two steps. First, methyl 4-oxo-1,4,5,6-tetrahydrocyclopenta[b]pyrrole-2-carboxylate (447 mg, 2.5 mmol) was reacted with 3-chlorobenzylmagnesium chloride (0.25 M in hexanes, 25 mL, 6.3 mmol) according to General Procedure 3. The resulting products were then converted to the title compound by hydrogenation according to General Procedure 6 (with Pt2O). The crude product was purified by column chromatography eluting with heptane-EtOAc, gradient 0 to 40% EtOAc to... Starting materials: ClC=1C=C(C(NN1)=O)NC1=NN2C(CN(CC2)C)=C1 (6-chloro-4-(5-methyl-4,5,6,7-tetrahydropyrazolo[1,5-a]pyrazin-2-ylamino)pyridazin-3(2H)-one), FC1=CC=C(C(=C1NC(=O)C1=CC2=C(S1)C=CC=C2)C)B2OC(C(O2)(C)C)(C)C (N-(6-fluoro-2-methyl-3-(4,4,5,5-tetramethyl-1,3,2-dioxaborolan-2-yl)phenyl)benzo[b]thiophene-2-carboxamide), COCCOC (DME), C([O-])([O-])=O.[Na+].[Na+] (sodium carbonate). Reagents/catalysts: C=1C=CC(=CC1)[P](C=2C=CC=CC2)(C=3C=CC=CC3)[Pd]([P](C=4C=CC=CC4)(C=5C=CC=CC5)C=6C=CC=CC6)([P](C=7C=CC=CC7)(C=8C=CC=CC8)C=9C=CC=CC9)[P](C=1C=CC=CC1)(C=1C=CC=CC1)C=1C=CC=CC1 (Pd(PPh3)4). Run in O (water), C(C)(=O)OCC (ethyl acetate). The product is FC1=CC=C(C(=C1NC(=O)C=1SC2=C(C1)C=CC=C2)C)C2=NNC(C(=C2)NC2=NN1C(CN(CC1)C)=C2)=O (N-{6-fluoro-2-methyl-3-[5-({5-methyl-4H,5H,6H,7H-pyrazolo[1,5-a]pyrazin-2-yl}amino)-6-oxo-1,6-dihydropyridazin-3-yl]phenyl}-1-benzothiophene-2-carboxamide). Isolated yield 49.8%. Reaction SMILES: Cl[C:2]1[CH:3]=[C:4]([NH:9][C:10]2[CH:19]=[C:13]3[CH2:14][N:15]([CH3:18])[CH2:16][CH2:17][N:12]3[N:11]=2)[C:5](=[O:8])[NH:6][N:7]=1.[F:20][C:21]1[C:26]([NH:27][C:28]([C:30]2[S:34][C:33]3[CH:35]=[CH:36][CH:37]=[CH:38][C:32]=3[CH:31]=2)=[O:29])=[C:25]([CH3:39])[C:24](B2OC(C)(C)C(C)(C)O2)=[CH:23][CH:22]=1.COCCOC.C(=O)([O-])[O-].[Na+].[Na+]>C1C=CC([P]([Pd]([P](C2C=CC=CC=2)(C2C=CC=CC=2)C2C=CC=CC=2)([P](C2C=CC=CC=2)(C2C=CC=CC=2)C2C=CC=CC=2)[P](C2C=CC=CC=2)(C2C=CC=CC=2)C2C=CC=CC=2)(C2C=CC=CC=2)C2C=CC=CC=2)=CC=1.O.C(OCC)(=O)C>[F:20][C:21]1[C:26]([NH:27][C:28]([C:30]2[S:34][C:33]3[CH:35]=[CH:36][CH:37]=[CH:38][C:32]=3[CH:31]=2)=[O:29])=[C:25]([CH3:39])[C:24]([C:2]2[CH:3]=[C:4]([NH:9][C:10]3[CH:19]=[C:13]4[CH2:14][N:15]([CH3:18])[CH2:16][CH2:17][N:12]4[N:11]=3)[C:5](=[O:8])[NH:6][N:7]=2)=[CH:23][CH:22]=1 |f:3.4.5,^1:64,66,85,104|. Procedure details: A microwave tube equipped with a magnetic stirrer was charged with 6-chloro-4-(5-methyl-4,5,6,7-tetrahydropyrazolo[1,5-a]pyrazin-2-ylamino)pyridazin-3(2H)-one (225 mg, 0.80 mmol), N-(6-fluoro-2-methyl-3-(4,4,5,5-tetramethyl-1,3,2-dioxaborolan-2-yl)phenyl)benzo[b]thiophene-2-carboxamide (463 mg, 1.13 mmol), DME (5 mL) and 1M aqueous sodium carbonate (2 mL). After bubbling Argon while sonicating for 30 sec, Pd(PPh3)4 (65 mg, 0.06 mmol) was added. The mixture was subjected to microwave irradiation ... Starting materials: NC1=C(C(=NC(=C1)CC)CC)C=O (4-amino-2,6-diethylpyridine-3-carbaldehyde), C(C)(=O)OC(C)=O (acetic anhydride). The solvent is N1=CC=CC=C1 (pyridine). The product is C(C)(=O)NC1=C(C(=NC(=C1)CC)CC)C=O (4-acetylamino-2,6-diethylpyridine-3-carboxaldehyde). Reaction SMILES: [NH2:1][C:2]1[CH:7]=[C:6]([CH2:8][CH3:9])[N:5]=[C:4]([CH2:10][CH3:11])[C:3]=1[CH:12]=[O:13].[C:14](OC(=O)C)(=[O:16])[CH3:15]>N1C=CC=CC=1>[C:14]([NH:1][C:2]1[CH:7]=[C:6]([CH2:8][CH3:9])[N:5]=[C:4]([CH2:10][CH3:11])[C:3]=1[CH:12]=[O:13])(=[O:16])[CH3:15]. Procedure details: A mixture of 4-amino-2,6-diethylpyridine-3-carbaldehyde (2.0 g) and acetic anhydride (10 ml) in pyridine (20 ml) was heated at reflux for 3 hours. Volatile material was removed by evaporation and the residue was dissolved in ethyl acetate. The solution was washed with aqueous sodium carbonate solution, followed by saturated sodium chloride solution and then dried (MgSO4). Volatile material was removed by evaporation to give an oil which was purified by flash chromatography, eluting with ethyl ac... The reactants are [N+](=O)([O-])C1=C(C=CC(=C1)B1OC(C(O1)(C)C)(C)C)N (2-nitro-4-(4,4,5,5-tetramethyl-[1,3,2]dioxaborolan-2-yl)-phenylamine), Cl.ClC1=CC(=NC=C1)C(F)(F)F (4-chloro-2-trifluoromethyl-pyridine hydrochloride). Yields the product [N+](=O)([O-])C1=C(C=CC(=C1)C1=CC(=NC=C1)C(F)(F)F)N (2-Nitro-4-(2-trifluoromethyl-pyridin-4-yl)-phenylamine). RXN SMILES: [N+:1]([C:4]1[CH:9]=[C:8](B2OC(C)(C)C(C)(C)O2)[CH:7]=[CH:6][C:5]=1[NH2:19])([O-:3])=[O:2].Cl.Cl[C:22]1[CH:27]=[CH:26][N:25]=[C:24]([C:28]([F:31])([F:30])[F:29])[CH:23]=1>>[N+:1]([C:4]1[CH:9]=[C:8]([C:22]2[CH:27]=[CH:26][N:25]=[C:24]([C:28]([F:31])([F:30])[F:29])[CH:23]=2)[CH:7]=[CH:6][C:5]=1[NH2:19])([O-:3])=[O:2] |f:1.2|. Procedure details: Following the procedure as described in Example 2, STEP A, the title compound was prepared from 2-nitro-4-(4,4,5,5-tetramethyl-[1,3,2]dioxaborolan-2-yl)-phenylamine (0.300 g, 1.14 mmol, as prepared in the previous step) and 4-chloro-2-trifluoromethyl-pyridine hydrochloride (322 mg, 1.48 mmol) and was obtained as an orange solid.